This data is from the Open Reaction Database (ORD), a public repository of structured organic reaction records. The task is: describe an organic reaction: reactants, conditions, products, and yield Starting materials: C[O-].[Na+] (sodium methoxide), O1CC12CCC1(OCCO1)CC2 (1,7,10-Trioxadispiro[2.2.4.2]dodecane). Run in CO (methanol). Reaction conditions: temperature 60 celsius, time 8 hour. Yields the product COCC1(CCC2(OCCO2)CC1)O (8-(Methoxymethyl)-1,4-dioxaspiro[4.5]decan-8-ol). RXN SMILES: [CH3:1][O-:2].[Na+].[O:4]1[C:6]2([CH2:15][CH2:14][C:9]3([O:13][CH2:12][CH2:11][O:10]3)[CH2:8][CH2:7]2)[CH2:5]1>CO>[CH3:1][O:2][CH2:5][C:6]1([OH:4])[CH2:15][CH2:14][C:9]2([O:13][CH2:12][CH2:11][O:10]2)[CH2:8][CH2:7]1 |f:0.1|. Procedure details: 75 ml of a 25% strength methanolic sodium methoxide solution were added to 4.56 g (26.8 mmol) of the compound from Example 6A in 150 ml of methanol, and the mixture was stirred at 60° C. overnight. After cooling, the reaction mixture was concentrated and the residue was taken up in saturated aqueous ammonium chloride solution and extracted repeatedly with ethyl acetate. The combined organic phases were dried over sodium sulphate, filtered and concentrated. This gave 3.23 g (60% of theory) of the...